From a dataset of the Open Reaction Database (ORD), a public repository of structured organic reaction records. describe an organic reaction: reactants, conditions, products, and yield Reactants: NC1=C(C=O)C=CC(=C1)N (2,4-diaminobenzaldehyde), CCC(C(=O)[O-])=O (methylpyruvate), N1CCCCC1 (piperidine). As a reaction SMILES: [NH2:1][C:2]1[CH:9]=[C:8]([NH2:10])[CH:7]=[CH:6][C:3]=1[CH:4]=O.C[CH2:12][C:13](=O)[C:14]([O-:16])=[O:15].N1CCCC[CH2:19]1>CO>[CH3:19][O:16][C:14]([C:13]1[CH:12]=[CH:4][C:3]2[C:2](=[CH:9][C:8]([NH2:10])=[CH:7][CH:6]=2)[N:1]=1)=[O:15]. Solvent: CO (methanol). Procedure: For example, 2,4-diaminobenzaldehyde 24.7 (Apin Chemicals) is reacted with one molar equivalent of methylpyruvate 24.2 in methanol, in the presence if a base such as piperidine, to afford methyl-7-aminoquinoline-2-carboxylate 24.8. Basic hydrolysis of the product, employing one molar equivalent of lithium hydroxide in aqueous methanol, then yields the carboxylic acid 24.9. The amino-substituted carboxylic acid is then converted into the diazonium tetrafluoborate 24.10 by reaction with sodium nit... The product is COC(=O)C1=NC2=CC(=CC=C2C=C1)N (methyl-7-aminoquinoline-2-carboxylate). Starting materials: NC=1C=C(C#N)C=CC1[N+](=O)[O-] (3-Amino-4-nitrobenzonitrile), [H][H] (hydrogen). Reagents/catalysts: [Pd] (Pd/C). Solvent: C(C)O (ethanol). Yields the product NC=1C=C(C#N)C=CC1N (3,4-diaminobenzonitrile). The yield is 203.9%. RXN SMILES: [NH2:1][C:2]1[CH:3]=[C:4]([CH:7]=[CH:8][C:9]=1[N+:10]([O-])=O)[C:5]#[N:6].[H][H]>C(O)C.[Pd]>[NH2:1][C:2]1[CH:3]=[C:4]([CH:7]=[CH:8][C:9]=1[NH2:10])[C:5]#[N:6]. Procedure: 3-Amino-4-nitrobenzonitrile (20.00 g, 0.042 mol) was hydrogenated under 50 psi of hydrogen gas in 250 mL of anhydrous ethanol with 1.00 g of 10% Pd/C for 5 hours. The mixture was then filtered through a pad of celite and the filtrate concentrated. Trituration of the resulting solid with diethyl ether afforded 11.40 g of the desired product as a tan solid (70%). Reactants: CC1(OCCO1)C1=CC=C(O1)CN1N=CC(=C1)N (1-[5-(2-methyl-[1,3]dioxolan-2-yl)-furan-2-ylmethyl]-1H-pyrazol-4-ylamine), FC(C=1C=C(C=CC1)/C=C/C(=O)O)(F)F ((E)-3-(3-trifluoromethyl-phenyl)-acrylic acid). Yields the product C(C)(=O)C1=CC=C(O1)CN1N=CC(=C1)NC(\C=C\C1=CC(=CC=C1)C(F)(F)F)=O ((E)-N-[1-(5-Acetyl-furan-2-ylmethyl)-1H-pyrazol-4-yl]-3-(3-trifluoromethyl-phenyl)-acrylamide). Reaction SMILES: [CH3:1][C:2]1([C:7]2[O:11][C:10]([CH2:12][N:13]3[CH:17]=[C:16]([NH2:18])[CH:15]=[N:14]3)=[CH:9][CH:8]=2)[O:6]CCO1.[F:19][C:20]([F:33])([F:32])[C:21]1[CH:22]=[C:23](/[CH:27]=[CH:28]/[C:29](O)=[O:30])[CH:24]=[CH:25][CH:26]=1>>[C:2]([C:7]1[O:11][C:10]([CH2:12][N:13]2[CH:17]=[C:16]([NH:18][C:29](=[O:30])/[CH:28]=[CH:27]/[C:23]3[CH:24]=[CH:25][CH:26]=[C:21]([C:20]([F:32])([F:33])[F:19])[CH:22]=3)[CH:15]=[N:14]2)=[CH:9][CH:8]=1)(=[O:6])[CH3:1]. Reported procedure: Following general procedure B followed by either C or D, starting from 1-[5-(2-methyl-[1,3]dioxolan-2-yl)-furan-2-ylmethyl]-1H-pyrazol-4-ylamine and (E)-3-(3-trifluoromethyl-phenyl)-acrylic acid. Reactants: COC=1C=C2C(=CC=NC2=CC1OC)OC1=CC=C(N)C=C1 (4-[(6,7-dimethoxy-4-quinolyl)oxy]aniline), C(O)([O-])=O.[Na+] (sodium hydrogencarbonate), ClC(Cl)(OC(OC(Cl)(Cl)Cl)=O)Cl (Triphosgene), C(C1=CC=CC=C1)N1C[C@H](CC1)N ((3S)-(+)-1-Benzyl-3-aminopyrrolidine). Solvent: C(C)N(CC)CC (triethylamine), C(Cl)(Cl)Cl (Chloroform). Reaction conditions: time 5 hour. The product is C(C1=CC=CC=C1)N1C[C@H](CC1)NC(=O)NC1=CC=C(C=C1)OC1=CC=NC2=CC(=C(C=C12)OC)OC (N-[(3S)-1-Benzyltetrahydro-1H-3-pyrrolyl]-N′-{4-[(6,7-dimethoxy-4-quinolyl)oxy]phenyl}urea). Isolated yield 28.5%. Reaction SMILES: [CH3:1][O:2][C:3]1[CH:4]=[C:5]2[C:10](=[CH:11][C:12]=1[O:13][CH3:14])[N:9]=[CH:8][CH:7]=[C:6]2[O:15][C:16]1[CH:22]=[CH:21][C:19]([NH2:20])=[CH:18][CH:17]=1.ClC(Cl)(O[C:27](=[O:33])OC(Cl)(Cl)Cl)Cl.[CH2:35]([N:42]1[CH2:46][CH2:45][C@H:44]([NH2:47])[CH2:43]1)[C:36]1[CH:41]=[CH:40][CH:39]=[CH:38][CH:37]=1.C(=O)([O-])O.[Na+]>C(N(CC)CC)C.C(Cl)(Cl)Cl>[CH2:35]([N:42]1[CH2:46][CH2:45][C@H:44]([NH:47][C:27]([NH:20][C:19]2[CH:21]=[CH:22][C:16]([O:15][C:6]3[C:5]4[C:10](=[CH:11][C:12]([O:13][CH3:14])=[C:3]([O:2][CH3:1])[CH:4]=4)[N:9]=[CH:8][CH:7]=3)=[CH:17][CH:18]=2)=[O:33])[CH2:43]1)[C:36]1[CH:37]=[CH:38][CH:39]=[CH:40][CH:41]=1 |f:3.4|. Procedure details: Chloroform (10 ml) and triethylamine (2 ml) were added to 4-[(6,7-dimethoxy-4-quinolyl)oxy]aniline (100 mg) to prepare a solution. Triphosgene (110 mg) was added to the solution, and the mixture was stirred at room temperature for 30 min. (3S)-(+)-1-Benzyl-3-aminopyrrolidine (89 mg) was then added thereto, and the mixture was stirred at room temperature for 5 hr. A saturated aqueous sodium hydrogencarbonate solution was added to the reaction solution, and the mixture was extracted with chlorofor... The reactants are O=C([O-])[O-], COc1ccc(C=O)cc1O, [Cs+], [Cs+], O=[N+]([O-])c1ccc(F)cc1, CN(C)C=O. Product: COc1ccc(C=O)cc1Oc1ccc([N+](=O)[O-])cc1. Reaction SMILES: [C:12](=[O:13])([O-:14])[O-:15].[CH3:1][O:2][c:3]1[c:4]([OH:11])[cH:5][c:6]([CH:7]=[O:8])[cH:9][cH:10]1.[Cs+:16].[Cs+:17].[F:18][c:19]1[cH:20][cH:21][c:22]([N+:25](=[O:26])[O-:27])[cH:23][cH:24]1.[O:28]=[CH:29][N:30]([CH3:31])[CH3:32]>>[CH3:1][O:2][c:3]1[c:4]([O:11][c:19]2[cH:20][cH:21][c:22]([N+:25](=[O:26])[O-:27])[cH:23][cH:24]2)[cH:5][c:6]([CH:7]=[O:8])[cH:9][cH:10]1. The reactants are BrC1=CC=C(C=C1)N1C(NN=C1C[C@H]1CN(CC1)C(=O)C1CC1)=O (4-(4-Bromophenyl)-5-{[(3S)-1-(cyclopropylcarbonyl)-3-pyrrolidinyl]methyl}-2,4-dihydro-3H-1,2,4-triazol-3-one), N1C=CC2=CC=C(C=C12)B(O)O (1H-indol-6-ylboronic acid), [O-]P(=O)([O-])[O-].[K+].[K+].[K+] (K3PO4). Reagents/catalysts: C=1C=CC(=CC1)[P](C=2C=CC=CC2)(C=3C=CC=CC3)[Pd]([P](C=4C=CC=CC4)(C=5C=CC=CC5)C=6C=CC=CC6)([P](C=7C=CC=CC7)(C=8C=CC=CC8)C=9C=CC=CC9)[P](C=1C=CC=CC1)(C=1C=CC=CC1)C=1C=CC=CC1 (tetrakis(triphenylphosphine)palladium(0)). Solvent: C(C)O (ethanol). Product: C1(CC1)C(=O)N1C[C@@H](CC1)CC=1N(C(NN1)=O)C1=CC=C(C=C1)C1=CC=C2C=CNC2=C1 (5-{[(3S)-1-(cyclopropylcarbonyl)-3-pyrrolidinyl]methyl}-4-[4-(1H-indol-6-yl)phenyl]-2,4-dihydro-3H-1,2,4-triazol-3-one). Yield: 105.1%. RXN SMILES: Br[C:2]1[CH:7]=[CH:6][C:5]([N:8]2[C:12]([CH2:13][C@@H:14]3[CH2:18][CH2:17][N:16]([C:19]([CH:21]4[CH2:23][CH2:22]4)=[O:20])[CH2:15]3)=[N:11][NH:10][C:9]2=[O:24])=[CH:4][CH:3]=1.[NH:25]1[C:33]2[C:28](=[CH:29][CH:30]=[C:31](B(O)O)[CH:32]=2)[CH:27]=[CH:26]1.[O-]P([O-])([O-])=O.[K+].[K+].[K+]>C(O)C.C1C=CC([P]([Pd]([P](C2C=CC=CC=2)(C2C=CC=CC=2)C2C=CC=CC=2)([P](C2C=CC=CC=2)(C2C=CC=CC=2)C2C=CC=CC=2)[P](C2C=CC=CC=2)(C2C=CC=CC=2)C2C=CC=CC=2)(C2C=CC=CC=2)C2C=CC=CC=2)=CC=1>[CH:21]1([C:19]([N:16]2[CH2:17][CH2:18][C@@H:14]([CH2:13][C:12]3[N:8]([C:5]4[CH:6]=[CH:7][C:2]([C:31]5[CH:32]=[C:33]6[C:28]([CH:27]=[CH:26][NH:25]6)=[CH:29][CH:30]=5)=[CH:3][CH:4]=4)[C:9](=[O:24])[NH:10][N:11]=3)[CH2:15]2)=[O:20])[CH2:23][CH2:22]1 |f:2.3.4.5,^1:51,53,72,91|. Procedure: 4-(4-Bromophenyl)-5-{[(3S)-1-(cyclopropylcarbonyl)-3-pyrrolidinyl]methyl}-2,4-dihydro-3H-1,2,4-triazol-3-one (0.100 g, 0.256 mmol), 1H-indol-6-ylboronic acid (0.082 g, 0.511 mmol), tetrakis(triphenylphosphine)palladium(0) (0.030 g, 0.026 mmol), and K3PO4 (0.217 g, 1.022 mmol) were combined in ethanol (4 mL) and water (4 mL), purged with N2, and irradiated in a microwave reactor for 1 h at 110° C. after which time LCMS indicated complete conversion. The reaction mixture was filtered through Celit...